From a dataset of the Open Reaction Database (ORD), a public repository of structured organic reaction records. describe an organic reaction: reactants, conditions, products, and yield The reactants are C1(CC1)COC1=C(C=CC(=N1)C(=O)O)N1CC(C1)(F)F (6-cyclopropylmethoxy-5-(3,3-difluoro-azetidin-1-yl)-pyridine-2-carboxylic acid), Cl.NC(C(=O)N(C)C)C1=CC=CC=C1 (2-amino-N,N-dimethyl-2-phenylacetamide hydrochloride). The product is CN(C(=O)C(C1=CC=CC=C1)NC(=O)C1=NC(=C(C=C1)N1CC(C1)(F)F)OCC1CC1)C (6-Cyclopropylmethoxy-5-(3,3-difluoro-azetidin-1-yl)-pyridine-2-carboxylic acid (dimethylcarbamoyl-phenyl-methyl)-amide). As a reaction SMILES: [CH:1]1([CH2:4][O:5][C:6]2[N:11]=[C:10]([C:12]([OH:14])=O)[CH:9]=[CH:8][C:7]=2[N:15]2[CH2:18][C:17]([F:20])([F:19])[CH2:16]2)[CH2:3][CH2:2]1.Cl.[NH2:22][CH:23]([C:29]1[CH:34]=[CH:33][CH:32]=[CH:31][CH:30]=1)[C:24]([N:26]([CH3:28])[CH3:27])=[O:25]>>[CH3:27][N:26]([CH3:28])[C:24]([CH:23]([NH:22][C:12]([C:10]1[CH:9]=[CH:8][C:7]([N:15]2[CH2:18][C:17]([F:20])([F:19])[CH2:16]2)=[C:6]([O:5][CH2:4][CH:1]2[CH2:2][CH2:3]2)[N:11]=1)=[O:14])[C:29]1[CH:34]=[CH:33][CH:32]=[CH:31][CH:30]=1)=[O:25] |f:1.2|. Procedure: The title compound was synthesized in analogy to Example 1, using 6-cyclopropylmethoxy-5-(3,3-difluoro-azetidin-1-yl)-pyridine-2-carboxylic acid (Example 69 b) and 2-amino-N,N-dimethyl-2-phenylacetamide hydrochloride (CAN 1214036-19-7) as starting materials. MS (EI): m/e=445.1 [M+H]+. Reactants: ClC=1C=CC2=C(N(C(C3=CN=CC=C23)=O)C)C1 (8-chloro-6-methylbenzo[c][2,7]naphthyridin-5(6H)-one), FC(C[C@@H](CO)NC(OC(C)(C)C)=O)(C)F ((S)-tert-butyl (4,4-difluoro-1-hydroxypentan-2-yl)carbamate), C(C)(C)(C)P(C1=C(C=CC=C1)C1=C(C=C(C=C1C(C)C)C(C)C)C(C)C)C(C)(C)C (Di-tert-butyl(2′,4′,6′-triisopropyl-[1,1′-biphenyl]-2-yl)phosphine), C([O-])([O-])=O.[Cs+].[Cs+] (cesium carbonate). Reagents/catalysts: C(C)(=O)[O-].[Pd+2].C(C)(=O)[O-] (palladium (II)acetate). Solvent: C(C)(=O)OCC (ethyl acetate), C1(=CC=CC=C1)C (toluene). Reaction conditions: temperature 85 celsius. Yields the product FC(C[C@@H](COC=1C=CC2=C(N(C(C3=CN=CC=C23)=O)C)C1)NC(OC(C)(C)C)=O)(C)F ((S)-tert-butyl (4,4-difluoro-1-((6-methyl-5-oxo-5,6-dihydrobenzo[c][2,7]naphthyridin-8-yl)oxy)pentan-2-yl)carbamate). Isolated yield 22.0%. RXN SMILES: Cl[C:2]1[CH:3]=[CH:4][C:5]2[C:14]3[C:9](=[CH:10][N:11]=[CH:12][CH:13]=3)[C:8](=[O:15])[N:7]([CH3:16])[C:6]=2[CH:17]=1.[F:18][C:19]([F:33])([CH3:32])[CH2:20][C@H:21]([NH:24][C:25](=[O:31])[O:26][C:27]([CH3:30])([CH3:29])[CH3:28])[CH2:22][OH:23].C(P(C(C)(C)C)C1C=CC=CC=1C1C(C(C)C)=CC(C(C)C)=CC=1C(C)C)(C)(C)C.C(=O)([O-])[O-].[Cs+].[Cs+]>C(OCC)(=O)C.C([O-])(=O)C.[Pd+2].C([O-])(=O)C.C1(C)C=CC=CC=1>[F:18][C:19]([F:33])([CH3:32])[CH2:20][C@H:21]([NH:24][C:25](=[O:31])[O:26][C:27]([CH3:28])([CH3:29])[CH3:30])[CH2:22][O:23][C:2]1[CH:3]=[CH:4][C:5]2[C:14]3[C:9](=[CH:10][N:11]=[CH:12][CH:13]=3)[C:8](=[O:15])[N:7]([CH3:16])[C:6]=2[CH:17]=1 |f:3.4.5,7.8.9|. Reported procedure: In a sealed tube containing 8-chloro-6-methylbenzo[c][2,7]naphthyridin-5(6H)-one (30 mg, 0.123 mmol) and (S)-tert-butyl (4,4-difluoro-1-hydroxypentan-2-yl)carbamate (35.2 mg, 0.147 mmol) was added toluene (3 mL). Di-tert-butyl(2′,4′,6′-triisopropyl-[1,1′-biphenyl]-2-yl)phosphine (31.2 mg, 0.074 mmol) and cesium carbonate (59.9 mg, 0.184 mmol) were added to the reaction mixture followed by palladium (II)acetate (8.26 mg, 0.037 mmol). The reaction mixture was then heated at 85° C. for 16 h. The re... Reactants: CNC(=S)NN, ClC(Cl)Cl, O=C(Cl)c1ccccc1F. The product is CNC(=S)NNC(=O)c1ccccc1F. As a reaction SMILES: [CH3:1][NH:2][C:3]([NH:4][NH2:5])=[S:6].[Cl:17][CH:18]([Cl:19])[Cl:20].[F:7][c:8]1[c:9]([C:10](=[O:11])[Cl:12])[cH:13][cH:14][cH:15][cH:16]1>>[CH3:1][NH:2][C:3]([NH:4][NH:5][C:10]([c:9]1[c:8]([F:7])[cH:16][cH:15][cH:14][cH:13]1)=[O:11])=[S:6]. Reactants: [N+](=O)([O-])C=1C=NNC1 (4-nitropyrazole), CCOC(=O)C1CCCC1=O (ethyl 2-cyclopentanonecarboxylate). Product: N1N=CC(=C1)NC1=C(CCC1)C(=O)OCC (Ethyl 2-(pyrazol-4-ylamino)cyclopentene-1-carboxylate), solid. Yield: 94.0%. Reaction SMILES: [N+:1]([C:4]1[CH:5]=[N:6][NH:7][CH:8]=1)([O-])=O.[CH3:9][CH2:10][O:11][C:12]([CH:14]1[C:18](=O)[CH2:17][CH2:16][CH2:15]1)=[O:13]>>[NH:6]1[CH:5]=[C:4]([NH:1][C:15]2[CH2:16][CH2:17][CH2:18][C:14]=2[C:12]([O:11][CH2:10][CH3:9])=[O:13])[CH:8]=[N:7]1. Procedure details: The title compound was prepared from 4-nitropyrazole (5.2 g, 0.046 mole) as in description 7, using ethyl 2-cyclopentanonecarboxylate instead of ethyl 2-cyclohexanonecarboxylate. The product was obtained as a white solid (9.6 g, 94%) m.p. 121°-123° C.